This data is from the Open Reaction Database (ORD), a public repository of structured organic reaction records. The task is: describe an organic reaction: reactants, conditions, products, and yield The reactants are NCC(C(C(=O)OCC)C1=CC=CC=C1)C1=CC=C(C=C1)Cl (ethyl 4-amino-3-p-chlorophenyl-2-phenyl-butyrate), C(C)O (ethanol). Solvent: C1(=CC=CC=C1)C (toluene). Yields the product ClC1=CC=C(C=C1)C1C(C(NC1)=O)C1=CC=CC=C1 (4-p-chlorophenyl-3-phenyl-2-pyrrolidinone). Reaction SMILES: [NH2:1][CH2:2][CH:3]([C:16]1[CH:21]=[CH:20][C:19]([Cl:22])=[CH:18][CH:17]=1)[CH:4]([C:10]1[CH:15]=[CH:14][CH:13]=[CH:12][CH:11]=1)[C:5](OCC)=[O:6].C(O)C>C1(C)C=CC=CC=1>[Cl:22][C:19]1[CH:20]=[CH:21][C:16]([CH:3]2[CH2:2][NH:1][C:5](=[O:6])[CH:4]2[C:10]2[CH:15]=[CH:14][CH:13]=[CH:12][CH:11]=2)=[CH:17][CH:18]=1. Reported procedure: 30 g. of ethyl 4-amino-3-p-chlorophenyl-2-phenyl-butyrate are heated for 15 minutes at 150°C. Liberation of ethanol is observed. The reaction medium is taken up in 120 ml. of toluene and the resulting solution is filered. After cooling the solution, the crystals formed are separated and recrystallized several times from toluene. 12 g. of 4-p-chlorophenyl-3-phenyl-2-pyrrolidinone are obtained; m.p. 148°-151°C. Nuclear magnetic resonance analysis shows that it is the cis-isomer.